Dataset: the Open Reaction Database (ORD), a public repository of structured organic reaction records. Task: describe an organic reaction: reactants, conditions, products, and yield Reactants: 8-[, [Si](C)(C)(C(C)(C)C)OCCC1=NC2=C(SC3=C(N2COC)C=CC=C3)N=C1 ((2-(tert-butyldimethylsilyloxy)ethyl]-10-(methoxymethyl)-10H-pyrazino[2,3-b][1,4]benzothiazine), O1CCCC1 (tetrahydrofuran), n-tetrabutylammonium fluoride. Reaction conditions: time 1 hour. Yields the product COCN1C2=C(SC3=C1C=C(C=C3)CCO)N=CC=N2 (10-(Methoxymethyl)-10H-pyrazino[2,3-b][1,4]benzothiazine-8-ethanol). RXN SMILES: [Si](OCC[C:11]1[CH:27]=[N:26][C:14]2[S:15][C:16]3[CH:25]=[CH:24][CH:23]=[CH:22][C:17]=3[N:18]([CH2:19][O:20][CH3:21])[C:13]=2[N:12]=1)(C(C)(C)C)(C)C.[O:28]1CC[CH2:30][CH2:29]1>>[CH3:21][O:20][CH2:19][N:18]1[C:17]2[CH:22]=[C:23]([CH2:30][CH2:29][OH:28])[CH:24]=[CH:25][C:16]=2[S:15][C:14]2[N:26]=[CH:27][CH:11]=[N:12][C:13]1=2. Reported procedure: 463 mg of 8-[(2-(tert-butyldimethylsilyloxy)ethyl]-10-(methoxymethyl)-10H-pyrazino[2,3-b][1,4]benzothiazine was dissolved in 5 ml of tetrahydrofuran. After adding 1.3 ml of n-tetrabutylammonium fluoride (1.0 M solution in tetrahydrofuran), the resulting mixture was stirred at room temperature for 1 hour and then at 4° C. for additional 13 hours. The reaction mixture was concentrated under reduced pressure and the residue was purified by silica gel column chromatography (eluted with n-hexane/ethy... The reactants are ClC1=C(C(=O)C2=C(C(=C(C=C2C)OC)OC)OC)C(=CC=C1)Cl (2,6-dichloro-2',3',4'-trimethoxy-6'-methyl-benzophenone), Br (hydrobromic acid), C(C)(=O)O (acetic acid). Solvent: O (Water). Reaction conditions: temperature 75 celsius, time 2 hour. The product is ClC1=C(C(=O)C2=C(C(=C(C=C2C)OC)O)O)C(=CC=C1)Cl (2,6-Dichloro-2',3'-dihydroxy-4'-methoxy-6'-methyl-benzophenone). Reaction SMILES: [Cl:1][C:2]1[CH:22]=[CH:21][CH:20]=[C:19]([Cl:23])[C:3]=1[C:4]([C:6]1[C:11]([CH3:12])=[CH:10][C:9]([O:13][CH3:14])=[C:8]([O:15]C)[C:7]=1[O:17]C)=[O:5].Br.C(O)(=O)C>O>[Cl:1][C:2]1[CH:22]=[CH:21][CH:20]=[C:19]([Cl:23])[C:3]=1[C:4]([C:6]1[C:11]([CH3:12])=[CH:10][C:9]([O:13][CH3:14])=[C:8]([OH:15])[C:7]=1[OH:17])=[O:5]. Procedure details: A mixture of 2,6-dichloro-2',3',4'-trimethoxy-6'-methyl-benzophenone (1.78 g; 5 mmol) hydrobromic acid (7.5 ml; 30% in acetic acid) and acetic acid (7.5 ml) is stirred at 75° C. for 2 hours. Water is added and the mixture extracted with methylenechloride. The extract is washed with waterand shaken with 2N sodium hydroxide. The alcaline solution is acidified with hydrochloric acid, the separated compound dissolved in methylenechloride and the solution washed with water. After evaporation ofthe so... The reactants are Nc1ncc(Br)cc1-c1nc2ncccc2o1, COc1cc(B2OC(C)(C)C(C)(C)O2)ccc1O, CO, [Cs+], [F-], Cl[Pd]Cl, c1ccc(P(c2ccccc2)c2ccccc2)cc1, c1ccc(P(c2ccccc2)c2ccccc2)cc1. Yields the product COc1cc(-c2cnc(N)c(-c3nc4ncccc4o3)c2)ccc1O. Reaction SMILES: [Br:19][c:20]1[cH:21][c:22](-[c:27]2[o:28][c:29]3[c:30]([n:31][cH:32][cH:33][cH:34]3)[n:35]2)[c:23]([NH2:26])[n:24][cH:25]1.[CH3:1][O:2][c:3]1[c:4]([OH:18])[cH:5][cH:6][c:7]([B:9]2[O:10][C:11]([CH3:12])([CH3:13])[C:14]([CH3:15])([CH3:16])[O:17]2)[cH:8]1.[CH3:38][OH:39].[Cs+:37].[F-:36].[Pd:40]([Cl:41])[Cl:42].[c:43]1([P:44]([c:45]2[cH:46][cH:47][cH:48][cH:49][cH:50]2)[c:51]2[cH:52][cH:53][cH:54][cH:55][cH:56]2)[cH:57][cH:58][cH:59][cH:60][cH:61]1.[c:62]1([P:63]([c:64]2[cH:65][cH:66][cH:67][cH:68][cH:69]2)[c:70]2[cH:71][cH:72][cH:73][cH:74][cH:75]2)[cH:76][cH:77][cH:78][cH:79][cH:80]1>>[CH3:1][O:2][c:3]1[c:4]([OH:18])[cH:5][cH:6][c:7](-[c:20]2[cH:21][c:22](-[c:27]3[o:28][c:29]4[c:30]([n:31][cH:32][cH:33][cH:34]4)[n:35]3)[c:23]([NH2:26])[n:24][cH:25]2)[cH:8]1.